From a dataset of the Open Reaction Database (ORD), a public repository of structured organic reaction records. describe an organic reaction: reactants, conditions, products, and yield The reactants are ClC=1N=NC(=CC1)C=1C=NC=CC1 (3-chloro-6-(3-pyridyl)pyridazine), C(CC)(=O)NN (propionic acid hydrazide). Solvent: C(CCC)O (n-butyl alcohol). Yields the product C(C)C1=NN=C2N1N=C(C=C2)C=2C=NC=CC2 (3-Ethyl-6-(3-pyridyl)-1,2,4-triazolo[4,3-b]pyridazine). RXN SMILES: Cl[C:2]1[N:3]=[N:4][C:5]([C:8]2[CH:9]=[N:10][CH:11]=[CH:12][CH:13]=2)=[CH:6][CH:7]=1.[C:14]([NH:18][NH2:19])(=O)[CH2:15][CH3:16]>C(O)CCC>[CH2:15]([C:14]1[N:3]2[N:4]=[C:5]([C:8]3[CH:9]=[N:10][CH:11]=[CH:12][CH:13]=3)[CH:6]=[CH:7][C:2]2=[N:19][N:18]=1)[CH3:16]. Reported procedure: As for Example 2, a mixture of 3-chloro-6-(3-pyridyl)pyridazine (2.0 g.) and propionic acid hydrazide in 60 ml. of n-butyl alcohol is refluxed for 48 hours to give the product of the Example. Starting materials: CCOC(CC(=O)O)OCC, CCN=C=NCCCN(C)C, CN1CCOCC1, CN(C)c1ccncc1, ClC(Cl)Cl, Cl, CC(C)(C)OC(=O)NNc1c(N)cnc2ccccc12, c1ccncc1. Product: CCOC(CC(=O)Nc1cnc2ccccc2c1NNC(=O)OC(C)(C)C)OCC. Reaction SMILES: [CH2:40]([CH3:41])[O:42][CH:43]([CH2:44][C:45](=[O:46])[OH:47])[O:48][CH2:49][CH3:50].[CH3:22][N:23]([CH3:24])[CH2:25][CH2:26][CH2:27][N:28]=[C:29]=[N:30][CH2:31][CH3:32].[CH3:33][N:34]1[CH2:35][CH2:36][O:37][CH2:38][CH2:39]1.[CH3:51][N:52]([CH3:53])[c:54]1[cH:55][cH:56][n:57][cH:58][cH:59]1.[CH:66]([Cl:67])([Cl:68])[Cl:69].[ClH:21].[NH2:1][c:2]1[cH:3][n:4][c:5]2[cH:6][cH:7][cH:8][cH:9][c:10]2[c:11]1[NH:12][NH:13][C:14](=[O:15])[O:16][C:17]([CH3:18])([CH3:19])[CH3:20].[cH:60]1[cH:61][cH:62][n:63][cH:64][cH:65]1>>[NH:1]([c:2]1[cH:3][n:4][c:5]2[cH:6][cH:7][cH:8][cH:9][c:10]2[c:11]1[NH:12][NH:13][C:14](=[O:15])[O:16][C:17]([CH3:18])([CH3:19])[CH3:20])[C:45]([CH2:44][CH:43]([O:42][CH2:40][CH3:41])[O:48][CH2:49][CH3:50])=[O:46]. The reactants are FC1=CC=C(C=C1)CC#N (4-fluorophenylacetonitrile), BrCCC (1-bromopropane), [OH-].[Na+] (sodium hydroxide). The reagents and catalysts are [Br-].C(C)[N+](CC)(CC)CC (tetraethyl ammonium bromide). The solvent is CS(=O)C (DMSO). Run at time 3 hour. The product is FC1=CC=C(C=C1)C(C#N)CCC (2-(4-fluorophenyl)pentanenitrile). The yield is 35.1%. RXN SMILES: [F:1][C:2]1[CH:7]=[CH:6][C:5]([CH2:8][C:9]#[N:10])=[CH:4][CH:3]=1.Br[CH2:12][CH2:13][CH3:14].[OH-].[Na+]>[Br-].C([N+](CC)(CC)CC)C.CS(C)=O>[F:1][C:2]1[CH:7]=[CH:6][C:5]([CH:8]([CH2:12][CH2:13][CH3:14])[C:9]#[N:10])=[CH:4][CH:3]=1 |f:2.3,4.5|. Reported procedure: To 50.0 gm (0.37 mol) of 4-fluorophenylacetonitrile, 0.6 gm of tetraethyl ammonium bromide, 50 gm (0.407 mol) of 1-bromopropane and 50 ml of DMSO was added 35.5 gm (0.44 mol) of 50% (w/w) sodium hydroxide at room temperature. After the addition was complete, the reaction was stirred at 50°-60° C. for 3 hours. The reaction mixture was extracted with ether, the organic phase washed with water and then 10% (w/w) hydrochloric acid. The ether was dried, filtered and distilled to give 23 grams of the ... Starting materials: [Si](C)(C)(C(C)(C)C)OCC=1C=C2CCCN(C2=NC1C(OC)OC)C(=O)OC1=CC=CC=C1 (phenyl 6-(((tert-butyldimethylsilyl)oxy)methyl)-7-(dimethoxymethyl)-3,4-dihydro-1,8-naphthyridine-1(2H)-carboxylate), FC=1C=CC(=NC1)N (5-fluoropyridin-2-amine), intermediate 37. Product: [Si](C)(C)(C(C)(C)C)OCC=1C=C2CCCN(C2=NC1C(OC)OC)C(=O)NC1=NC=C(C=C1)F (6-(((tert-butyldimethylsilyl)oxy)methyl)-7-(dimethoxymethyl)-N-(5-fluoropyridin-2-yl)-3,4-dihydro-1,8-naphthyridine-1(2H)-carboxamide). As a reaction SMILES: [Si:1]([O:8][CH2:9][C:10]1[CH:11]=[C:12]2[C:17](=[N:18][C:19]=1[CH:20]([O:23][CH3:24])[O:21][CH3:22])[N:16]([C:25]([O:27]C1C=CC=CC=1)=O)[CH2:15][CH2:14][CH2:13]2)([C:4]([CH3:7])([CH3:6])[CH3:5])([CH3:3])[CH3:2].[F:34][C:35]1[CH:36]=[CH:37][C:38]([NH2:41])=[N:39][CH:40]=1>>[Si:1]([O:8][CH2:9][C:10]1[CH:11]=[C:12]2[C:17](=[N:18][C:19]=1[CH:20]([O:23][CH3:24])[O:21][CH3:22])[N:16]([C:25]([NH:41][C:38]1[CH:37]=[CH:36][C:35]([F:34])=[CH:40][N:39]=1)=[O:27])[CH2:15][CH2:14][CH2:13]2)([C:4]([CH3:7])([CH3:5])[CH3:6])([CH3:3])[CH3:2]. Procedure: From intermediate 38 and 5-fluoropyridin-2-amine, reacted in an analogous manner to the preparation of intermediate 37. (UPLC-MS 3) tR 1.64 min; ESI-MS 491.3 [M+H]+. The reactants are C(C)OC(CC(C)(C(=O)C1CCCCC1)C1=CC=CC=C1)OCC (1,1-Diethoxy-3-phenyl-3-cyclohexanecarbonyl-butane), Cl (HCl). The solvent is CC(=O)C (acetone). Conditions: time 1 hour. Yields the product C1(=CC=CC=C1)C(CC=O)(C)C(=O)C1CCCCC1 (3-phenyl-3-cyclohexanecarbonyl-butan-1-al). The yield is 99.9%. Reaction SMILES: C([O:3][CH:4](OCC)[CH2:5][C:6]([C:16]1[CH:21]=[CH:20][CH:19]=[CH:18][CH:17]=1)([C:8]([CH:10]1[CH2:15][CH2:14][CH2:13][CH2:12][CH2:11]1)=[O:9])[CH3:7])C.Cl>CC(C)=O>[C:16]1([C:6]([C:8]([CH:10]2[CH2:15][CH2:14][CH2:13][CH2:12][CH2:11]2)=[O:9])([CH3:7])[CH2:5][CH:4]=[O:3])[CH:21]=[CH:20][CH:19]=[CH:18][CH:17]=1. Procedure: 1,1-Diethoxy-3-phenyl-3-cyclohexanecarbonyl-butane (74.4 g, 224 mmol) was dissolved in acetone (800 mL) followed by addition of 3.0 N HCl (800 mL). The reaction mixture was stirred for one hour at room temperature. It was then concentrated under vacuum to less than ½ its original volume and then extracted with methylene chloride (800 mL). The organic extract was then washed with brine (300 mL), dried over anhydrous magnesium sulfate, suction filtered and concentrated under vacuum to provide crud... The reactants are ClC=1C=C(C=CC1F)NC(=O)C1=NON=C1CO (N-(3-chloro-4-fluorophenyl)-4-(hydroxymethyl)-1,2,5-oxadiazole-3-carboxamide), CC(=O)OI1(C=2C=CC=CC2C(=O)O1)(OC(=O)C)OC(=O)C (Dess-Martin periodinane). Solvent: C(Cl)Cl (DCM), C([O-])(O)=O.[Na+] (sodium bicarbonate). The product is ClC=1C=C(C=CC1F)NC(=O)C1=NON=C1C=O (N-(3-Chloro-4-fluorophenyl)-4-formyl-1,2,5-oxadiazole-3-carboxamide). Isolated yield 88.9%. Reaction SMILES: [Cl:1][C:2]1[CH:3]=[C:4]([NH:9][C:10]([C:12]2[C:16]([CH2:17][OH:18])=[N:15][O:14][N:13]=2)=[O:11])[CH:5]=[CH:6][C:7]=1[F:8].CC(OI1(OC(C)=O)(OC(C)=O)OC(=O)C2C=CC=CC1=2)=O>C(Cl)Cl.C(=O)(O)[O-].[Na+]>[Cl:1][C:2]1[CH:3]=[C:4]([NH:9][C:10]([C:12]2[C:16]([CH:17]=[O:18])=[N:15][O:14][N:13]=2)=[O:11])[CH:5]=[CH:6][C:7]=1[F:8] |f:3.4|. Procedure: A solution of N-(3-chloro-4-fluorophenyl)-4-(hydroxymethyl)-1,2,5-oxadiazole-3-carboxamide (8.50 g, 31.3 mmol) and Dess-Martin periodinane (14.6 g, 34.4 mmol) in DCM (400 mL) was stirred at 25° C. for 3 h. The reaction was diluted with saturated sodium bicarbonate solution and extracted with ethyl acetate three times, dried with sodium sulfate, filtered, and concentrated in vacuo. The crude residue was purified by flash column chromatography to yield the desired product (7.50 g, 89%). LCMS for C... Procedure: The reaction was performed with 3-vinyl-phenylboronic acid (10 g, 0.0676 mol), 2-bromopyridine (12.64 g, 0.08 mol), tetrahydrofuran (100 ml), 2M potassium carbonate aqueous solution (26 ml), and tetrakis(triphenylphosphine) palladium (Pd(Ph3)4, 0.06 g, 1 mol %) according to Example 1. The yield was 80%. Reagents/catalysts: [Pd].C1(=CC=CC=C1)P(C1=CC=CC=C1)C1=CC=CC=C1.C1(=CC=CC=C1)P(C1=CC=CC=C1)C1=CC=CC=C1.C1(=CC=CC=C1)P(C1=CC=CC=C1)C1=CC=CC=C1.C1(=CC=CC=C1)P(C1=CC=CC=C1)C1=CC=CC=C1 (tetrakis(triphenylphosphine) palladium). Starting materials: C(=C)C=1C=C(C=CC1)B(O)O (3-vinyl-phenylboronic acid), BrC1=NC=CC=C1 (2-bromopyridine), C([O-])([O-])=O.[K+].[K+] (potassium carbonate). The solvent is O1CCCC1 (tetrahydrofuran). Yield: 80.0%. The product is C(=C)C=1C=C(C=CC1)C1=NC=CC=C1 (2-(3-Vinyl-phenyl)pyridine). Reaction SMILES: [CH:1]([C:3]1[CH:4]=[C:5](B(O)O)[CH:6]=[CH:7][CH:8]=1)=[CH2:2].Br[C:13]1[CH:18]=[CH:17][CH:16]=[CH:15][N:14]=1.C(=O)([O-])[O-].[K+].[K+]>[Pd].C1(P(C2C=CC=CC=2)C2C=CC=CC=2)C=CC=CC=1.C1(P(C2C=CC=CC=2)C2C=CC=CC=2)C=CC=CC=1.C1(P(C2C=CC=CC=2)C2C=CC=CC=2)C=CC=CC=1.C1(P(C2C=CC=CC=2)C2C=CC=CC=2)C=CC=CC=1.O1CCCC1>[CH:1]([C:3]1[CH:4]=[C:5]([C:13]2[CH:18]=[CH:17][CH:16]=[CH:15][N:14]=2)[CH:6]=[CH:7][CH:8]=1)=[CH2:2] |f:2.3.4,5.6.7.8.9|.